Dataset: the Open Reaction Database (ORD), a public repository of structured organic reaction records. Task: describe an organic reaction: reactants, conditions, products, and yield The reactants are COC1=C(C=C(C(=C1)OC)OC)CCC (2,4,5-trimethoxyphenylpropane), ClC=1C(C(=C(C(C1Cl)=O)C#N)C#N)=O (2,3-dichloro-5,6-dicyano-1,4-benzoquinone). Product: C\C=C\C1=C(OC)C=C(OC)C(OC)=C1 (α-asarone). RXN SMILES: [CH3:1][O:2][C:3]1[CH:8]=[C:7]([O:9][CH3:10])[C:6]([O:11][CH3:12])=[CH:5][C:4]=1[CH2:13][CH2:14][CH3:15].ClC1C(=O)C(C#N)=C(C#N)C(=O)C=1Cl>>[CH3:15]/[CH:14]=[CH:13]/[C:4]1[CH:5]=[C:6]([O:11][CH3:12])[C:7]([O:9][CH3:10])=[CH:8][C:3]=1[O:2][CH3:1]. Reported procedure: Interestingly, 2,4,5-trimethoxyphenylpropane when treated with 2,3-dichloro-5,6-dicyano-1,4-benzoquinone (DDQ) furnished α-asarone (compared with standard α-asarone) and an intense yellow coloured spot with some unreacted starting material (clearly visible on TLC plate). Increase in the amount of DDQ further favoured the formation of yellow colouring material rather than the α-asarone. All three products were separated on column chromatography in which yellow solid (mp 140° C.) showed IR absorpt... Reactants: ClC=1C=C2C(=NC=NC2=CC1)C1=CC(=C(C(=O)OCC)C=C1)F (ethyl 4-(6-chloroquinazolin-4-yl)-2-fluorobenzoate), C(C1=CC=CC=C1)(C1=CC=CC=C1)(C1=CC=CC=C1)N1N=CC(=C1)B(O)O (1-trityl-1H-4-pyrazolylboronic acid), [F-].[K+] (potassium fluoride), C(C)(C)(C)P(C1=C(C=CC=C1)C1=CC=CC=C1)C(C)(C)C (2-(di-t-butylphosphino)biphenyl). The reagents and catalysts are C(C)(=O)[O-].[Pd+2].C(C)(=O)[O-] (palladium (II) acetate). Run in O (water), CN(C=O)C (N,N-dimethylformamide), O (Water). The product is FC1=C(C(=O)OCC)C=CC(=C1)C1=NC=NC2=CC=C(C=C12)C=1C=NN(C1)C(C1=CC=CC=C1)(C1=CC=CC=C1)C1=CC=CC=C1 (Ethyl 2-fluoro-4-[6-(1-trityl-1H-pyrazol-4-yl)-quinazolin-4-yl]benzoate). Isolated yield 70.1%. As a reaction SMILES: Cl[C:2]1[CH:3]=[C:4]2[C:9](=[CH:10][CH:11]=1)[N:8]=[CH:7][N:6]=[C:5]2[C:12]1[CH:22]=[CH:21][C:15]([C:16]([O:18][CH2:19][CH3:20])=[O:17])=[C:14]([F:23])[CH:13]=1.[C:24]([N:43]1[CH:47]=[C:46](B(O)O)[CH:45]=[N:44]1)([C:37]1[CH:42]=[CH:41][CH:40]=[CH:39][CH:38]=1)([C:31]1[CH:36]=[CH:35][CH:34]=[CH:33][CH:32]=1)[C:25]1[CH:30]=[CH:29][CH:28]=[CH:27][CH:26]=1.[F-].[K+].C(P(C(C)(C)C)C1C=CC=CC=1C1C=CC=CC=1)(C)(C)C>C([O-])(=O)C.[Pd+2].C([O-])(=O)C.O.CN(C)C=O>[F:23][C:14]1[CH:13]=[C:12]([C:5]2[C:4]3[C:9](=[CH:10][CH:11]=[C:2]([C:46]4[CH:45]=[N:44][N:43]([C:24]([C:31]5[CH:36]=[CH:35][CH:34]=[CH:33][CH:32]=5)([C:25]5[CH:26]=[CH:27][CH:28]=[CH:29][CH:30]=5)[C:37]5[CH:42]=[CH:41][CH:40]=[CH:39][CH:38]=5)[CH:47]=4)[CH:3]=3)[N:8]=[CH:7][N:6]=2)[CH:22]=[CH:21][C:15]=1[C:16]([O:18][CH2:19][CH3:20])=[O:17] |f:2.3,5.6.7|. Procedure details: 0.64 g ethyl 4-(6-chloroquinazolin-4-yl)-2-fluorobenzoate (compound in Production Example 385), 1.02 g 1-trityl-1H-4-pyrazolylboronic acid, 0.34 g potassium fluoride, 43 mg palladium (II) acetate, 0.11 g 2-(di-t-butylphosphino)biphenyl, 20 mL N,N-dimethylformamide and 2 mL water were heated at 70° C. for 24 hours under nitrogen atmosphere. Water was added thereto, the reaction solution was filtered, and crystals collected by filtration were washed with water. The crystals were dissolved in dichl... Reactants: Cn1cc2c(C3CC3CO)cccc2n1, Cc1ccccc1, CCOC(=O)N=NC(=O)OCC, O=C1NC(=O)c2ccccc21, C1CCOC1, c1ccc(P(c2ccccc2)c2ccccc2)cc1. Yields the product Cn1cc2c(C3CC3CN3C(=O)c4ccccc4C3=O)cccc2n1. Reaction SMILES: [CH3:1][n:2]1[n:3][c:4]2[cH:5][cH:6][cH:7][c:8]([CH:11]3[CH:12]([CH2:14][OH:15])[CH2:13]3)[c:9]2[cH:10]1.[CH3:63][c:64]1[cH:65][cH:66][cH:67][cH:68][cH:69]1.[O:16]=[C:17]([O:18][CH2:19][CH3:20])[N:21]=[N:22][C:23]([O:24][CH2:25][CH3:26])=[O:27].[O:47]=[C:48]1[NH:49][C:50](=[O:51])[c:52]2[cH:53][cH:54][cH:55][cH:56][c:57]21.[O:58]1[CH2:59][CH2:60][CH2:61][CH2:62]1.[c:28]1([P:29]([c:30]2[cH:31][cH:32][cH:33][cH:34][cH:35]2)[c:36]2[cH:37][cH:38][cH:39][cH:40][cH:41]2)[cH:42][cH:43][cH:44][cH:45][cH:46]1>>[CH3:1][n:2]1[n:3][c:4]2[cH:5][cH:6][cH:7][c:8]([CH:11]3[CH:12]([CH2:14][N:49]4[C:48](=[O:47])[c:57]5[c:52]([cH:53][cH:54][cH:55][cH:56]5)[C:50]4=[O:51])[CH2:13]3)[c:9]2[cH:10]1. The reactants are C1CCOC1, CC1=C(CCC2(C)NCCCO2)C(C)(C)CCC1, CN(C)c1ccncc1, C(=NC1CCCCC1)=NC1CCCCC1, CC(=CC(=O)O)c1ccc(O)cc1O, On1nnc2ccccc21. The product is CC(=CC(=O)N1CCCOC1(C)CCC1=C(C)CCCC1(C)C)c1ccc(O)cc1O. As a reaction SMILES: [CH2:58]1[O:59][CH2:60][CH2:61][CH2:62]1.[CH3:40][C:41]1([CH2:47][CH2:48][C:49]2=[C:50]([CH3:57])[CH2:51][CH2:52][CH2:53][C:54]2([CH3:55])[CH3:56])[O:42][CH2:43][CH2:44][CH2:45][NH:46]1.[CH3:63][N:64]([c:65]1[cH:66][cH:67][n:68][cH:69][cH:70]1)[CH3:71].[CH:15]1([N:16]=[C:17]=[N:18][CH:19]2[CH2:20][CH2:21][CH2:22][CH2:23][CH2:24]2)[CH2:25][CH2:26][CH2:27][CH2:28][CH2:29]1.[OH:1][c:2]1[c:3]([C:9](=[CH:10][C:11](=[O:12])[OH:13])[CH3:14])[cH:4][cH:5][c:6]([OH:8])[cH:7]1.[OH:30][n:31]1[c:32]2[c:33]([cH:34][cH:35][cH:36][cH:37]2)[n:38][n:39]1>>[OH:1][c:2]1[c:3]([C:9](=[CH:10][C:11](=[O:13])[N:46]2[C:41]([CH3:40])([CH2:47][CH2:48][C:49]3=[C:50]([CH3:57])[CH2:51][CH2:52][CH2:53][C:54]3([CH3:55])[CH3:56])[O:42][CH2:43][CH2:44][CH2:45]2)[CH3:14])[cH:4][cH:5][c:6]([OH:8])[cH:7]1. Reactants: BrC1=CC(=C(C(=C1)F)F)F (1-bromo-3,4,5-trifluorobenzene), [PH2]([O-])=O.[K+] (potassium phosphinate), FC(S(=O)(=O)OC1=CC(=C(C=C1)CCNS(=O)(=O)C1=C(C=CC(=C1)C#N)OC)OCOC)(F)F (4-[2-(5-cyano-2-methoxy-benzenesulfonylamino)ethyl]-3-methoxymethoxyphenyl trifluoromethanesulfonate), bis(pinacoloto)diboron, C(C)(=O)[O-].[K+] (potassium acetate). The solvent is O (water), C(C)(=O)OCC (ethyl acetate), O1CCOCC1 (1,4-dioxane), O1CCOCC1 (1,4-dioxane). Conditions: temperature 80 celsius, time 15 hour. Product: C(#N)C=1C=CC(=C(C1)S(=O)(=O)NCCC1=C(C=C(C=C1)C1=CC(=C(C(=C1)F)F)F)OCOC)OC (5-cyano-2-methoxy-N-[2-(3′,4′,5′-trifluoro-3-methoxymethoxybiphenyl-4-yl)ethyl]-benzenesulfonamide). Isolated yield 104.6%. Reaction SMILES: FC(F)(F)S(O[C:7]1[CH:12]=[CH:11][C:10]([CH2:13][CH2:14][NH:15][S:16]([C:19]2[CH:24]=[C:23]([C:25]#[N:26])[CH:22]=[CH:21][C:20]=2[O:27][CH3:28])(=[O:18])=[O:17])=[C:9]([O:29][CH2:30][O:31][CH3:32])[CH:8]=1)(=O)=O.C([O-])(=O)C.[K+].Br[C:41]1[CH:46]=[C:45]([F:47])[C:44]([F:48])=[C:43]([F:49])[CH:42]=1.[PH2](=O)[O-].[K+]>O.C(OCC)(=O)C.O1CCOCC1>[C:25]([C:23]1[CH:22]=[CH:21][C:20]([O:27][CH3:28])=[C:19]([S:16]([NH:15][CH2:14][CH2:13][C:10]2[CH:11]=[CH:12][C:7]([C:41]3[CH:46]=[C:45]([F:47])[C:44]([F:48])=[C:43]([F:49])[CH:42]=3)=[CH:8][C:9]=2[O:29][CH2:30][O:31][CH3:32])(=[O:18])=[O:17])[CH:24]=1)#[N:26] |f:1.2,4.5|. Procedure: A mixture of 10.0 g of 4-[2-(5-cyano-2-methoxy-benzenesulfonylamino)ethyl]-3-methoxymethoxyphenyl trifluoromethanesulfonate, 5.33 g of bis(pinacoloto)diboron, 467 mg of 1,1′-bis(diphenylphosphino)ferrocenepalladium(II) dichloride dichloromethane complex, 317 mg of 1,1′-bis-(diphenylphosphino)ferrocenepalladium(II), 5.61 g of potassium acetate, and 113 mL of 1,4-dioxane was stirred under an argon atmosphere at 80° C. for 15 hours. To the reaction mixture were added 4.02 g of 1-bromo-3,4,5-trifluo... Starting materials: C(C)(=O)O[BH-](OC(C)=O)OC(C)=O.[Na+] (sodium triacetoxyborohydride), C(=O)([O-])[O-].[K+].[K+] (K2CO3), O=C1CC2CCC(C1)N2C(=O)OC(C)(C)C (tert-butyl 3-oxo-8-aza-bicyclo[3.2.1]octan-8-carboxylate), N1(CCNCC1)C(=O)OCC1=CC=CC=C1 (benzyl piperazine-1-carboxylate). The solvent is C1CCOC1 (THF), CC(=O)O (AcOH). Conditions: time 1 hour. The product is C(C1=CC=CC=C1)OC(=O)N1CCN(CC1)C1CC2CCC(C1)N2C(=O)OC(C)(C)C (tert-butyl 3-(4-benzyloxycarbonyl-piperazin-1-yl)-8-aza-bicyclo[3.2.1]octane-8-carboxylate). As a reaction SMILES: O=[C:2]1[CH2:8][CH:7]2[N:9]([C:10]([O:12][C:13]([CH3:16])([CH3:15])[CH3:14])=[O:11])[CH:4]([CH2:5][CH2:6]2)[CH2:3]1.[N:17]1([C:23]([O:25][CH2:26][C:27]2[CH:32]=[CH:31][CH:30]=[CH:29][CH:28]=2)=[O:24])[CH2:22][CH2:21][NH:20][CH2:19][CH2:18]1.C(O[BH-](OC(=O)C)OC(=O)C)(=O)C.[Na+].C([O-])([O-])=O.[K+].[K+]>C1COCC1.CC(O)=O>[CH2:26]([O:25][C:23]([N:17]1[CH2:22][CH2:21][N:20]([CH:2]2[CH2:8][CH:7]3[N:9]([C:10]([O:12][C:13]([CH3:16])([CH3:15])[CH3:14])=[O:11])[CH:4]([CH2:5][CH2:6]3)[CH2:3]2)[CH2:19][CH2:18]1)=[O:24])[C:27]1[CH:32]=[CH:31][CH:30]=[CH:29][CH:28]=1 |f:2.3,4.5.6|. Procedure: A mixture of 5.00 g (22.2 mmol) tert-butyl 3-oxo-8-aza-bicyclo[3.2.1]octan-8-carboxylate and benzyl piperazine-1-carboxylate in 60 mL THF was adjusted with AcOH to a pH of 5 and stirred for 1 h at RT. The mixture was combined batchwise with 5.64 g (26.6 mmol) sodium triacetoxyborohydride while cooling with ice and the reaction mixture was stirred overnight at RT. It was combined with 150 mL 15% K2CO3 solution, the organic phase was separated off, the aqueous phase was exhaustively extracted with...